From a dataset of the Open Reaction Database (ORD), a public repository of structured organic reaction records. describe an organic reaction: reactants, conditions, products, and yield Reactants: C(C)OP(OCC)(=O)CCCCCCCCCCCCCCCCOC1=CC=2C3=CC(=C(C=C3C3=CC(=C(C=C3C2C=C1OCCCCCC)OCCCCCC)OCCCCCC)OCCCCCC)OCCCCCC ([16-(3,6,7,10,11-pentakishexyloxytriphenylene-2-yloxy)-hexadecyl]-phosphonic acid diethylester), C[Si](C)(C)Br (trimethylsilylbromide). The solvent is C(Cl)Cl (methylene chloride). Run at time 27 hour. Product: C(CCCCC)OC=1C(=CC=2C3=CC(=C(C=C3C3=CC(=C(C=C3C2C1)OCCCCCC)OCCCCCC)OCCCCCC)OCCCCCC)OCCCCCCCCCCCCCCCCP(O)(O)=O ([16-(3,6,7,10,11-pentakishexyloxytriphenylene-2-yloxy)-hexadecyl]-phosphonic acid). Isolated yield 100.6%. Reaction SMILES: C([O:3][P:4]([CH2:9][CH2:10][CH2:11][CH2:12][CH2:13][CH2:14][CH2:15][CH2:16][CH2:17][CH2:18][CH2:19][CH2:20][CH2:21][CH2:22][CH2:23][CH2:24][O:25][C:26]1[C:43]([O:44][CH2:45][CH2:46][CH2:47][CH2:48][CH2:49][CH3:50])=[CH:42][C:41]2[C:40]3[C:35](=[CH:36][C:37]([O:58][CH2:59][CH2:60][CH2:61][CH2:62][CH2:63][CH3:64])=[C:38]([O:51][CH2:52][CH2:53][CH2:54][CH2:55][CH2:56][CH3:57])[CH:39]=3)[C:34]3[C:29](=[CH:30][C:31]([O:72][CH2:73][CH2:74][CH2:75][CH2:76][CH2:77][CH3:78])=[C:32]([O:65][CH2:66][CH2:67][CH2:68][CH2:69][CH2:70][CH3:71])[CH:33]=3)[C:28]=2[CH:27]=1)(=[O:8])[O:5]CC)C.C[Si](Br)(C)C>C(Cl)Cl>[CH2:45]([O:44][C:43]1[C:26]([O:25][CH2:24][CH2:23][CH2:22][CH2:21][CH2:20][CH2:19][CH2:18][CH2:17][CH2:16][CH2:15][CH2:14][CH2:13][CH2:12][CH2:11][CH2:10][CH2:9][P:4](=[O:3])([OH:8])[OH:5])=[CH:27][C:28]2[C:29]3[C:34]([C:35]4[C:40]([C:41]=2[CH:42]=1)=[CH:39][C:38]([O:51][CH2:52][CH2:53][CH2:54][CH2:55][CH2:56][CH3:57])=[C:37]([O:58][CH2:59][CH2:60][CH2:61][CH2:62][CH2:63][CH3:64])[CH:36]=4)=[CH:33][C:32]([O:65][CH2:66][CH2:67][CH2:68][CH2:69][CH2:70][CH3:71])=[C:31]([O:72][CH2:73][CH2:74][CH2:75][CH2:76][CH2:77][CH3:78])[CH:30]=3)[CH2:46][CH2:47][CH2:48][CH2:49][CH3:50]. Procedure: In 15 mL of methylene chloride, 2.0 g (1.8 mmol) of [16-(3,6,7,10,11-pentakishexyloxytriphenylene-2-yloxy)-hexadecyl]-phosphonic acid diethylester was dissolved, and 1.2 mL of trimethylsilylbromide was added to the solution under argon. Then, the solution was stirred at ambient temperature. After 27 hours, the solvent and excess trimethylsilylbromide were evaporated, and the residue was dissolved in 100 mL of ethanol. The solution was stirred at ambient temperature for 48 hours, and then the sol... Reactants: NC=1C=C(C=CC1[N+](=O)[O-])N1C=C(C(=C1)C1=C(C=CC=C1)Cl)C#N (1-(3-amino-4-nitro-phenyl)-4-(2-chloro-phenyl)-1H-pyrrole-3-carbonitrile), CC1(OC(C=C(O1)C=1C=C(C#N)C=CC1)=O)C (3-(2,2-dimethyl-6-oxo-6H-[1,3]dioxin-4-yl)-benzonitrile). Product: ClC1=C(C=CC=C1)C1=CN(C=C1C#N)C=1C=CC(=C(C1)NC(CC(=O)C1=CC(=CC=C1)C#N)=O)[N+](=O)[O-] (N-{5-[3-(2-Chloro-phenyl)-4-cyano-pyrrol-1-yl]-2-nitro-phenyl}-3-(3-cyano-phenyl)-3-oxo-propionamide), solid. RXN SMILES: [NH2:1][C:2]1[CH:3]=[C:4]([N:11]2[CH:15]=[C:14]([C:16]3[CH:21]=[CH:20][CH:19]=[CH:18][C:17]=3[Cl:22])[C:13]([C:23]#[N:24])=[CH:12]2)[CH:5]=[CH:6][C:7]=1[N+:8]([O-:10])=[O:9].CC1(C)[O:31][C:30]([C:32]2[CH:33]=[C:34]([CH:37]=[CH:38][CH:39]=2)[C:35]#[N:36])=[CH:29][C:28](=O)[O:27]1>>[Cl:22][C:17]1[CH:18]=[CH:19][CH:20]=[CH:21][C:16]=1[C:14]1[C:13]([C:23]#[N:24])=[CH:12][N:11]([C:4]2[CH:5]=[CH:6][C:7]([N+:8]([O-:10])=[O:9])=[C:2]([NH:1][C:28](=[O:27])[CH2:29][C:30]([C:32]3[CH:39]=[CH:38][CH:37]=[C:34]([C:35]#[N:36])[CH:33]=3)=[O:31])[CH:3]=2)[CH:15]=1. Reported procedure: The title compound was prepared from 1-(3-amino-4-nitro-phenyl)-4-(2-chloro-phenyl)-1H-pyrrole-3-carbonitrile (Example E2) and 3-(2,2-dimethyl-6-oxo-6H-[1,3]dioxin-4-yl)-benzonitrile (Example L1) according to the general procedure M. Obtained as an orange-brown solid (203 mg). Starting materials: [N+](=O)([O-])C1=CC=C(CN)C=C1 (4-nitrobenzylamine), CSC(NC(=O)OC(C)(C)C)=NC(=O)OC(C)(C)C (S-methyl-N,N′-bis(tert-butoxycarbonyl)isothiourea). Solvent: C1CCOC1 (THF). Product: [N+](=O)([O-])C1=CC=C(CNC(=NC(=O)OC(C)(C)C)NC(=O)OC(C)(C)C)C=C1 (N-(4-nitrobenzyl)-N′,N″-bis(tert-butoxycarbonyl)guanidine). The yield is 83.7%. Reaction SMILES: [N+:1]([C:4]1[CH:11]=[CH:10][C:7]([CH2:8][NH2:9])=[CH:6][CH:5]=1)([O-:3])=[O:2].CS[C:14](=[N:23][C:24]([O:26][C:27]([CH3:30])([CH3:29])[CH3:28])=[O:25])[NH:15][C:16]([O:18][C:19]([CH3:22])([CH3:21])[CH3:20])=[O:17]>C1COCC1>[N+:1]([C:4]1[CH:5]=[CH:6][C:7]([CH2:8][NH:9][C:14]([NH:15][C:16]([O:18][C:19]([CH3:22])([CH3:21])[CH3:20])=[O:17])=[N:23][C:24]([O:26][C:27]([CH3:30])([CH3:29])[CH3:28])=[O:25])=[CH:10][CH:11]=1)([O-:3])=[O:2]. Procedure details: A solution of 4-nitrobenzylamine (5.24 g, 34.4 mmol) and S-methyl-N,N′-bis(tert-butoxycarbonyl)isothiourea (5.00 g, 17.2 mmol) in THF (60 ml) was stirred at 55° C. for 9 hours and at room temperature for 11 hours. The reaction mixture was concentrated under reduced pressure, was then mixed with ethyl acetate (150 ml) and was washed with 1 N hydrochloric acid (30 ml×3) and an aqueous saturated solution of sodium chloride (30 ml) in the order. The organic layer was dried with anhydrous magnesium s... Reactants: [Cl-].[Li+] (lithium chloride), ClC=1C=C(C(=O)N2CS(C3=C2C=CC=C3)=O)C=C(C1OC)Cl (3-(3,5-dichloro-4-methoxybenzoyl)-1-oxo-2,3-dihydro-1,3-benzothiazole), Cl (hydrochloric acid). Solvent: CN(C=O)C (N,N-dimethylformamide). Run at temperature 120 celsius, time 16 hour. Yields the product ClC=1C=C(C(=O)N2CS(C3=C2C=CC=C3)=O)C=C(C1O)Cl (3-(3,5-dichloro-4-hydroxybenzoyl)-1-oxo-2,3-dihydro-1,3-benzothiazole). The yield is 68.2%. As a reaction SMILES: [Cl:1][C:2]1[CH:3]=[C:4]([CH:17]=[C:18]([Cl:22])[C:19]=1[O:20]C)[C:5]([N:7]1[C:11]2[CH:12]=[CH:13][CH:14]=[CH:15][C:10]=2[S:9](=[O:16])[CH2:8]1)=[O:6].[Cl-].[Li+].Cl>CN(C)C=O>[Cl:1][C:2]1[CH:3]=[C:4]([CH:17]=[C:18]([Cl:22])[C:19]=1[OH:20])[C:5]([N:7]1[C:11]2[CH:12]=[CH:13][CH:14]=[CH:15][C:10]=2[S:9](=[O:16])[CH2:8]1)=[O:6] |f:1.2|. Procedure: 3-(3,5-dichloro-4-methoxybenzoyl)-1-oxo-2,3-dihydro-1,3-benzothiazole (336 mg) was dissolved in N,N-dimethylformamide (6 mL) and lithium chloride (400 mg) was added to the solution, and then the mixture was stirred at 120° C. for 16 hours. To the reaction solution, 1N hydrochloric acid was added, and then the reaction mixture was extracted with ethyl acetate. The organic layer was washed with 1N hydrochloric acid and saturated brine, and then dried over anhydrous sodium sulfate. The solvent was ...